This data is from the Open Reaction Database (ORD), a public repository of structured organic reaction records. The task is: describe an organic reaction: reactants, conditions, products, and yield Reactants: OS(=O)(=O)O (H2SO4), O=P12OP3(=O)OP(=O)(O1)OP(=O)(O2)O3 (P2O5), ClC=1C=C(C=CC1)C(C(=O)C(C(=O)OCC)C(=O)OCC)(CC)C (diethyl 2-(2-(3-chlorophenyl)-2-methylbutanoyl)malonate). Conditions: time 1.5 hour. Yields the product ClC1=CC=C2C(=C(C(C(C2=C1)(C)CC)=O)C(=O)OCC)O (Ethyl 7-chloro-1-ethyl-4-hydroxy-1-methyl-2-oxo-naphthalene-3-carboxylate). The yield is 46.5%. As a reaction SMILES: OS(O)(=O)=O.O=P12OP3(OP(OP(O3)(O1)=O)(=O)O2)=O.[Cl:20][C:21]1[CH:22]=[C:23]([C:27]([CH3:43])([CH2:41][CH3:42])[C:28]([CH:30]([C:36]([O:38][CH2:39][CH3:40])=[O:37])[C:31](OCC)=[O:32])=[O:29])[CH:24]=[CH:25][CH:26]=1>>[Cl:20][C:21]1[CH:22]=[C:23]2[C:24]([C:31]([OH:32])=[C:30]([C:36]([O:38][CH2:39][CH3:40])=[O:37])[C:28](=[O:29])[C:27]2([CH2:41][CH3:42])[CH3:43])=[CH:25][CH:26]=1. Procedure: H2SO4 (40 mL, 473 mmol) was cooled to 0° C. and treated with P2O5 (15 g, 106 mmol). The mixture was brought to room temperature and added to diethyl 2-(2-(3-chlorophenyl)-2-methylbutanoyl)malonate (7.67 g, 22 mmol). The reaction mixture was then stirred for 1.5 hours. Ice (H2O) was added, and the aqueous mixture was extracted with EtOAc (3×). The combined organic layers were washed with water (2×) and brine, dried (MgSO4), and concentrated in vacuo to give the crude compound as an orange oil. Th... Starting materials: C(=C)C=1C=NN(C1C=1C=C(SC1)C(=O)OC)C (methyl 4-(4-ethenyl-1-methyl-1H-pyrazol-5-yl)-2-thiophenecarboxylate). Reagents/catalysts: [Pd] (Pd/C). The solvent is C(C)(=O)OCC (ethyl acetate). Conditions: time 1 hour. Yields the product C(C)C=1C=NN(C1C=1C=C(SC1)C(=O)OC)C (methyl 4-(4-ethyl-1-methyl-1H-pyrazol-5-yl)-2-thiophenecarboxylate). Reaction SMILES: [CH:1]([C:3]1[CH:4]=[N:5][N:6]([CH3:17])[C:7]=1[C:8]1[CH:9]=[C:10]([C:13]([O:15][CH3:16])=[O:14])[S:11][CH:12]=1)=[CH2:2]>C(OCC)(=O)C.[Pd]>[CH2:1]([C:3]1[CH:4]=[N:5][N:6]([CH3:17])[C:7]=1[C:8]1[CH:9]=[C:10]([C:13]([O:15][CH3:16])=[O:14])[S:11][CH:12]=1)[CH3:2]. Reported procedure: To a 100 mL round-bottomed flask was added methyl 4-(4-ethenyl-1-methyl-1H-pyrazol-5-yl)-2-thiophenecarboxylate and 10% Pd/C in ethyl acetate (15 mL). The mixture was evacuated slightly, refilled with H2 from a balloon and stirred vigorously under an atmosphere of H2 for 1 hour. The reaction was filtered through a 0.2 μm PTFE membrane filter and used without further purification (153 mg, 0.60 mmol, 87%): LC-MS (ES) m/z=251 (M+H)+. Starting materials: CC(=O)COCCCCCOc1c(Cl)cc(OCC=C(Cl)Cl)cc1Cl, Cl, Cl, NO, c1ccncc1. The product is CC(COCCCCCOc1c(Cl)cc(OCC=C(Cl)Cl)cc1Cl)=NO. As a reaction SMILES: [Cl:1][c:2]1[c:3]([O:4][CH2:5][CH2:6][CH2:7][CH2:8][CH2:9][O:10][CH2:11][C:12]([CH3:13])=[O:14])[c:15]([Cl:25])[cH:16][c:17]([O:19][CH2:20][CH:21]=[C:22]([Cl:23])[Cl:24])[cH:18]1.[ClH:26].[ClH:29].[NH2:27][OH:28].[cH:30]1[cH:31][cH:32][n:33][cH:34][cH:35]1>>[Cl:1][c:2]1[c:3]([O:4][CH2:5][CH2:6][CH2:7][CH2:8][CH2:9][O:10][CH2:11][C:12]([CH3:13])=[N:27][OH:28])[c:15]([Cl:25])[cH:16][c:17]([O:19][CH2:20][CH:21]=[C:22]([Cl:23])[Cl:24])[cH:18]1. The reactants are C(C)(C)(C)OC(NC1CCC(CC1)NC(C1=CC(=CC(=C1)O)OC1=CC=C(C=C1)CNC(=O)OCC)=O)=O ((4-{3-[4-(Ethoxycarbonylamino-methyl)-phenoxy]-5-hydroxy-benzoylamino}-cyclohexyl)-carbamic acid tert-butyl ester), FC1=CC=C(C#N)C=C1 (4-fluoro-benzonitrile). The product is C(C)(C)(C)OC(NC1CCC(CC1)NC(C1=CC(=CC(=C1)OC1=CC=C(C=C1)CNC(=O)OCC)OC1=CC=C(C=C1)C#N)=O)=O ((4-{3-(4-Cyano-phenoxy)-5-[4-(ethoxycarbonylamino-methyl)-phenoxy]-benzoylamino}-cyclohexyl)-carbamic Acid Tert-butyl Ester). Isolated yield 91.5%. RXN SMILES: [C:1]([O:5][C:6](=[O:38])[NH:7][CH:8]1[CH2:13][CH2:12][CH:11]([NH:14][C:15](=[O:37])[C:16]2[CH:21]=[C:20]([OH:22])[CH:19]=[C:18]([O:23][C:24]3[CH:29]=[CH:28][C:27]([CH2:30][NH:31][C:32]([O:34][CH2:35][CH3:36])=[O:33])=[CH:26][CH:25]=3)[CH:17]=2)[CH2:10][CH2:9]1)([CH3:4])([CH3:3])[CH3:2].F[C:40]1[CH:47]=[CH:46][C:43]([C:44]#[N:45])=[CH:42][CH:41]=1>>[C:1]([O:5][C:6](=[O:38])[NH:7][CH:8]1[CH2:13][CH2:12][CH:11]([NH:14][C:15](=[O:37])[C:16]2[CH:17]=[C:18]([O:23][C:24]3[CH:25]=[CH:26][C:27]([CH2:30][NH:31][C:32]([O:34][CH2:35][CH3:36])=[O:33])=[CH:28][CH:29]=3)[CH:19]=[C:20]([O:22][C:40]3[CH:47]=[CH:46][C:43]([C:44]#[N:45])=[CH:42][CH:41]=3)[CH:21]=2)[CH2:10][CH2:9]1)([CH3:2])([CH3:4])[CH3:3]. Procedure: Using 0.56 g (1.06 mmol) of (4-{3-[4-(Ethoxycarbonylamino-methyl)-phenoxy]-5-hydroxy-benzoylamino}-cyclohexyl)-carbamic acid tert-butyl ester and 4-fluoro-benzonitrile (0.32 g, 2.65 mmol) and following the procedure of Example 42(b) afforded 0.61 g of the required product. Percentage purity (LCMS): 45.2%, (M+1)=628.3+1. Reactants: O[C@H](CO)C=1C=C(C=C(C1F)F)CCC(=O)OCC (ethyl 3-{3-[(1S)-1,2-dihydroxyethyl]-4,5-difluorophenyl}propanoate), C1(=CC=C(C=C1)S(=O)(=O)Cl)C (p-Toluenesulfonyl chloride). Solvent: N1=CC=CC=C1 (pyridine), N1=CC=CC=C1 (pyridine). Conditions: temperature -15 celsius, time 4.5 hour. Yields the product FC=1C=C(C=C(C1F)[C@@H](COS(=O)(=O)C1=CC=C(C=C1)C)O)CCC(=O)OCC (Ethyl 3-[3,4-difluoro-5-((1S)-1-hydroxy-2-{[(4-methylphenyl)sulfonyl]oxy}ethyl)phenyl]propanoate), material. Isolated yield 81.0%. RXN SMILES: [C:1]1([CH3:11])[CH:6]=[CH:5][C:4]([S:7](Cl)(=[O:9])=[O:8])=[CH:3][CH:2]=1.[OH:12][C@@H:13]([C:16]1[CH:17]=[C:18]([CH2:24][CH2:25][C:26]([O:28][CH2:29][CH3:30])=[O:27])[CH:19]=[C:20]([F:23])[C:21]=1[F:22])[CH2:14][OH:15]>N1C=CC=CC=1>[F:23][C:20]1[CH:19]=[C:18]([CH2:24][CH2:25][C:26]([O:28][CH2:29][CH3:30])=[O:27])[CH:17]=[C:16]([C@H:13]([OH:12])[CH2:14][O:15][S:7]([C:4]2[CH:5]=[CH:6][C:1]([CH3:11])=[CH:2][CH:3]=2)(=[O:9])=[O:8])[C:21]=1[F:22]. Procedure details: p-Toluenesulfonyl chloride (12.4 g, 64.8 mmol) in pyridine (35 mL) was added dropwise over 7 min to a cooled (−10 to −20° C.) solution of ethyl 3-{3-[(1S)-1,2-dihydroxyethyl]-4,5-difluorophenyl}propanoate (17.7 g, 64.8 mmol) in pyridine (70 mL) under N2. The reaction was stirred at −10 to −20° C. for ˜4.5 h. The reaction was quenched with ice H2O and stirred overnight. The reaction mixture was diluted with H2O and extracted three times with ethyl ether. The combined organic layers were washed wi... The yield is 24.0%. RXN SMILES: C[Si]([C:5]#[N:6])(C)C.[CH3:7][O:8][C:9]1[CH:14]=[CH:13][C:12]([C:15](=[O:17])[CH3:16])=[CH:11][CH:10]=1.C1COCC1.Cl>C(Cl)Cl.[I-].[Zn+2].[I-]>[NH2:6][CH2:5][C:15]([C:12]1[CH:13]=[CH:14][C:9]([O:8][CH3:7])=[CH:10][CH:11]=1)([OH:17])[CH3:16] |f:5.6.7|. The reagents and catalysts are [I-].[Zn+2].[I-] (zinc iodide). Starting materials: C[Si](C)(C)C#N (trimethylsilyl cyanide), COC1=CC=C(C=C1)C(C)=O (4′-methoxyacetophenone), C1CCOC1 (THF), Cl (hydrochloric acid), Na2HCO3. Reported procedure: Into a 100 mL single-neck flask, 28.5 mL of trimethylsilyl cyanide was added dropwise to 10 g of 4′-methoxyacetophenone and 2.28 g of zinc iodide while stirring under a nitrogen atmosphere at room temperature. The reaction was allowed to stir at this temperature overnight. In the morning, the mixture was diluted with methylene chloride (100 mL) and the organic layer was backwashed once with sat. Na2HCO3, dried over MgSO4, and concentrated under reduced vacuum to yield 13 g. as a tan oil. Because... The product is NCC(C)(O)C1=CC=C(C=C1)OC (1-Amino-2-(4-methoxyphenyl)propan-2-ol). Solvent: C(Cl)Cl (methylene chloride). Reactants: Cl.N1=CC=C(C2=CC=CC=C12)CC(=O)O (quinolin-4-yl-acetic acid hydrochloride salt), diimidazole, NC1=NC=CN=C1 (2-Aminopyrazine). The solvent is CN(C=O)C (dimethylformamide), N1=CC=CC=C1 (pyridine). Reaction conditions: temperature 80 celsius, time 9 hour. Product: N1=C(C=NC=C1)NC(CC1=CC=NC2=CC=CC=C12)=O (N-Pyrazin-2-yl-2-quinolin-4-yl-acetamide). The yield is 62.0%. RXN SMILES: Cl.[N:2]1[C:11]2[C:6](=[CH:7][CH:8]=[CH:9][CH:10]=2)[C:5]([CH2:12][C:13]([OH:15])=O)=[CH:4][CH:3]=1.[NH2:16][C:17]1[CH:22]=[N:21][CH:20]=[CH:19][N:18]=1>CN(C)C=O.N1C=CC=CC=1>[N:18]1[CH:19]=[CH:20][N:21]=[CH:22][C:17]=1[NH:16][C:13](=[O:15])[CH2:12][C:5]1[C:6]2[C:11](=[CH:10][CH:9]=[CH:8][CH:7]=2)[N:2]=[CH:3][CH:4]=1 |f:0.1|. Procedure details: A solution of 200 mg (0.89 mmol) of quinolin-4-yl-acetic acid hydrochloride salt and 145 mg (0.89 mmol) of N,N-carboyl diimidazole was stirred in 3 ml of dimethylformamide at RT for 2 h. 2-Aminopyrazine (63 mg, 0.66 mmol) in 2 ml of pyridine was added dropwise over 10 mins and stirred at 80° C. for a further 9 h. The solution was allowed to cool, concentrated in vacuo, and partitioned between dichloromethane and water. The organic layer was washed 3 times with water, concentrated in vacuo and th...